This data is from the Open Reaction Database (ORD), a public repository of structured organic reaction records. The task is: describe an organic reaction: reactants, conditions, products, and yield Reactants: BrC=1C=C(C=2C(=NN(C2C1)C(C)C)C)C(=O)NCC=1C(NC(=CC1C)C)=O (6-bromo-N-((1,2-dihydro-4,6-dimethyl-2-oxopyridin-3-yl)methyl)-1-isopropyl-3-methyl-1H-indazole-4-carboxamide), 6-(dimethylamino)pyridin-3-yl-3-boronic acid, C(C)(C)N1N=CC=2C(=CC(=CC12)C=1C=C2C(=NC1)NC=C2)C(=O)OC (methyl 1-isopropyl-6-(1H-pyrrolo[2,3-b]pyridin-5-yl)-1H-indazole-4-carboxylate), C([O-])([O-])=O.[Na+].[Na+] (sodium carbonate). Reagents/catalysts: Cl[Pd]([P](C1=CC=CC=C1)(C2=CC=CC=C2)C3=CC=CC=C3)([P](C4=CC=CC=C4)(C5=CC=CC=C5)C6=CC=CC=C6)Cl (PdCl2(PPh3)2). The solvent is CN(C)C=O (DMF), O (water). Conditions: temperature 110 celsius, time 4 hour. Product: CN(C1=CC=C(C=N1)C=1C=C(C=2C(=NN(C2C1)C(C)C)C)C(=O)NCC=1C(NC(=CC1C)C)=O)C (6-(6-(dimethylamino)pyridin-3-yl)-N-((1,2-dihydro-4,6-dimethyl-2-oxopyridin-3-yl)methyl)-1-isopropyl-3-methyl-1H-indazole-4-carboxamide). The yield is 30.4%. Reaction SMILES: Br[C:2]1[CH:3]=[C:4]([C:15]([NH:17][CH2:18][C:19]2[C:20](=[O:27])[NH:21][C:22]([CH3:26])=[CH:23][C:24]=2[CH3:25])=[O:16])[C:5]2[C:6]([CH3:14])=[N:7][N:8]([CH:11]([CH3:13])[CH3:12])[C:9]=2[CH:10]=1.C(N1C2C=C([C:40]3[CH:41]=[C:42]4C=[CH:47][NH:46][C:43]4=[N:44][CH:45]=3)C=C(C(OC)=O)C=2C=N1)(C)C.[C:53](=O)([O-])[O-].[Na+].[Na+]>CN(C=O)C.O.Cl[Pd](Cl)([P](C1C=CC=CC=1)(C1C=CC=CC=1)C1C=CC=CC=1)[P](C1C=CC=CC=1)(C1C=CC=CC=1)C1C=CC=CC=1>[CH3:53][N:46]([CH3:47])[C:43]1[N:44]=[CH:45][C:40]([C:2]2[CH:3]=[C:4]([C:15]([NH:17][CH2:18][C:19]3[C:20](=[O:27])[NH:21][C:22]([CH3:26])=[CH:23][C:24]=3[CH3:25])=[O:16])[C:5]3[C:6]([CH3:14])=[N:7][N:8]([CH:11]([CH3:12])[CH3:13])[C:9]=3[CH:10]=2)=[CH:41][CH:42]=1 |f:2.3.4,^1:67,86|. Procedure: To a stirred solution of 6-bromo-N-((1,2-dihydro-4,6-dimethyl-2-oxopyridin-3-yl)methyl)-1-isopropyl-3-methyl-1H-indazole-4-carboxamide (300 mg, 0.696 mmol) in DMF (30 mL) was added 6-(dimethylamino)pyridin-3-yl-3-boronic acid, 1 (127 mg, 0.765 mmol) followed by sodium carbonate (184.4 mg, 1.74 mmol) dissolved in water (3 mL) and degassed with argon for 1 h. Then PdCl2(PPh3)2 (48.8 mg, 0.069 mmol) was added and again degassed with argon for 15 min and stirred at 110° C. for 4 h. The reaction mixt... Starting materials: NC1=CC(=C(C(=O)O)C=C1Cl)OC (4-amino-5-chloro-2-methoxybenzoic acid), FC1=CC=C(OCCCN2CC(C(CC2)N)OC)C=C1 (1-[3-(4-fluorophenoxy)-propyl]-3-methoxy-4-piperidinamine), ClC(=O)OCC (ethyl chloroformate), anhydride. The solvent is C(C)N(CC)CC (triethyl amine). Run at time 30 minute. The product is COC=1C=C(C(=CC1C(=O)NC2CCN(CC2OC)CCCOC=3C=CC(=CC3)F)Cl)N (cisapride). Reaction SMILES: [NH2:1][C:2]1[C:10]([Cl:11])=[CH:9][C:5]([C:6]([OH:8])=O)=[C:4]([O:12][CH3:13])[CH:3]=1.ClC(OCC)=O.[F:20][C:21]1[CH:39]=[CH:38][C:24]([O:25][CH2:26][CH2:27][CH2:28][N:29]2[CH2:34][CH2:33][CH:32]([NH2:35])[CH:31]([O:36][CH3:37])[CH2:30]2)=[CH:23][CH:22]=1>C(N(CC)CC)C>[CH3:13][O:12][C:4]1[CH:3]=[C:2]([NH2:1])[C:10]([Cl:11])=[CH:9][C:5]=1[C:6]([NH:35][CH:32]1[CH:31]([O:36][CH3:37])[CH2:30][N:29]([CH2:28][CH2:27][CH2:26][O:25][C:24]2[CH:38]=[CH:39][C:21]([F:20])=[CH:22][CH:23]=2)[CH2:34][CH2:33]1)=[O:8]. Procedure details: To a solution of 4-amino-5-chloro-2-methoxybenzoic acid (20.2 g) in MIK (250 ml) and triethyl amine (15.3 ml) was slowly dropped ethyl chloroformate (9.6 ml). The reaction mixture was stirred for 30 minutes at room temperature. To the formed mixed anhydride was then added intermediate 2 (28.2 g) and the reaction mixture was stirred for 2 hours at room temperature. Subsequently, the reaction mixture was washed with water (80 ml) and a NaOH solution (6.5% w/v, 50 ml). The organic layer was warmed ... Reactants: mercuric acetate, C(C)N(CC(C)N1C2=CC=CC=C2SC=2C=CC(=CC12)C(NCC(C)C)=S)CC (10-[(2RS)-1-diethylamino-2-propyl]-N-(2-methylpropyl)-2-phenothiazinecarbothioamide), C(C)(=O)O (acetic acid), C(C)(=O)O (acetic acid). Solvent: C(C)(=O)OCC (ethyl acetate). Conditions: temperature 25 celsius, time 90 minute. Yields the product C(C)N(CC(C)N1C2=CC=CC=C2SC=2C=CC(=CC12)C(=O)NCC(C)C)CC (10-[(2RS)-1-diethylamino-2-propyl]-N-(2-methylpropyl)-2-phenothiazinecarboxamide). As a reaction SMILES: [CH2:1]([N:3]([CH2:28][CH3:29])[CH2:4][CH:5]([N:7]1[C:20]2[CH:19]=[C:18]([C:21](=S)[NH:22][CH2:23][CH:24]([CH3:26])[CH3:25])[CH:17]=[CH:16][C:15]=2[S:14][C:13]2[C:8]1=[CH:9][CH:10]=[CH:11][CH:12]=2)[CH3:6])[CH3:2].C(O)(=[O:32])C>C(OCC)(=O)C>[CH2:1]([N:3]([CH2:28][CH3:29])[CH2:4][CH:5]([N:7]1[C:20]2[CH:19]=[C:18]([C:21]([NH:22][CH2:23][CH:24]([CH3:26])[CH3:25])=[O:32])[CH:17]=[CH:16][C:15]=2[S:14][C:13]2[C:8]1=[CH:9][CH:10]=[CH:11][CH:12]=2)[CH3:6])[CH3:2]. Procedure details: A solution of mercuric acetate (0.84 g) in glacial acetic acid (13 cc) is added dropwise during a period of 10 minutes to a solution of 10-[(2RS)-1-diethylamino-2-propyl]-N-(2-methylpropyl)-2-phenothiazinecarbothioamide (1.12 g) in glacial acetic acid (13 cc). The reaction mixture is stirred for 90 minutes at 25° C. and then filtered on sintered glass covered with celite. The celite is washed with acetic acid (2 cc) and the combined filtrates are concentrated to dryness under reduced pressure (3... Starting materials: [BH4-], CO, COC(OC)OC, CCCN(CCC)CCCCN(CC)Cc1ccc(CN)cc1, [Na+], O=Cc1ncc[nH]1. Product: CCCN(CCC)CCCCN(CC)Cc1ccc(CNCc2ncc[nH]2)cc1. Reaction SMILES: [BH4-:38].[CH3:40][OH:41].[CH:24]([O:25][CH3:26])([O:27][CH3:28])[O:29][CH3:30].[NH2:1][CH2:2][c:3]1[cH:4][cH:5][c:6]([CH2:7][N:8]([CH2:9][CH2:10][CH2:11][CH2:12][N:13]([CH2:14][CH2:15][CH3:16])[CH2:17][CH2:18][CH3:19])[CH2:20][CH3:21])[cH:22][cH:23]1.[Na+:39].[nH:31]1[c:32]([CH:36]=[O:37])[n:33][cH:34][cH:35]1>>[NH:1]([CH2:2][c:3]1[cH:4][cH:5][c:6]([CH2:7][N:8]([CH2:9][CH2:10][CH2:11][CH2:12][N:13]([CH2:14][CH2:15][CH3:16])[CH2:17][CH2:18][CH3:19])[CH2:20][CH3:21])[cH:22][cH:23]1)[CH2:36][c:32]1[nH:31][cH:35][cH:34][n:33]1.